Dataset: the Open Reaction Database (ORD), a public repository of structured organic reaction records. Task: describe an organic reaction: reactants, conditions, products, and yield Reactants: 11.7, BrCC(=O)C1=CC=C(C=C1)Cl (2-bromo-4'-chloroacetophenone), ClC1=CC(=C(C=C1)C)OCC(CO)O (1-(4-chloro-o-tolyloxy)-2,3-propanediol), C1(=CC=C(C=C1)S(=O)(=O)O)C (p-toluenesulfonic acid). The solvent is C1=CC=CC=C1 (benzene). The product is BrCC1(OCC(O1)COC1=C(C=CC(=C1)Cl)C)C1=CC=C(C=C1)Cl (bromomethyl-2-(p-chlorophenyl)-4-(4-chloro-o-tolyloxymethyl)-1,3-dioxolane). As a reaction SMILES: [Br:1][CH2:2][C:3]([C:5]1[CH:10]=[CH:9][C:8]([Cl:11])=[CH:7][CH:6]=1)=[O:4].[Cl:12][C:13]1[CH:18]=[CH:17][C:16]([CH3:19])=[C:15]([O:20][CH2:21][CH:22]([OH:25])[CH2:23]O)[CH:14]=1.C1(C)C=CC(S(O)(=O)=O)=CC=1>C1C=CC=CC=1>[Br:1][CH2:2][C:3]1([C:5]2[CH:10]=[CH:9][C:8]([Cl:11])=[CH:7][CH:6]=2)[O:25][CH:22]([CH2:21][O:20][C:15]2[CH:14]=[C:13]([Cl:12])[CH:18]=[CH:17][C:16]=2[CH3:19])[CH2:23][O:4]1. Reported procedure: A mixture of 11.7 parts of 2-bromo-4'-chloroacetophenone, 11.9 parts of 1-(4-chloro-o-tolyloxy)-2,3-propanediol, 2.5 parts of p-toluenesulfonic acid and 240 parts of benzene is stirred and refluxed for 24 hours in a four-necked round-bottomed flask equipped with a watertrap. The benzene solution is washed successively with a diluted sodium hydroxide solution and with water. The solvent is removed in vacuo. The residue is crystallized from methanol and the less pure fraction is recrystallized fro... Reactants: C1CCNCC1, CN(C)C=O, COc1cc2ncnc(N3CCN(C(=O)Nc4ccc(CCl)cc4)CC3)c2cc1OC, O. Yields the product COc1cc2ncnc(N3CCN(C(=O)Nc4ccc(CN5CCCCC5)cc4)CC3)c2cc1OC. As a reaction SMILES: [CH2:32]1[CH2:33][CH2:34][NH:35][CH2:36][CH2:37]1.[CH3:39][N:40]([CH3:41])[CH:42]=[O:43].[Cl:1][CH2:2][c:3]1[cH:4][cH:5][c:6]([NH:9][C:10](=[O:11])[N:12]2[CH2:13][CH2:14][N:15]([c:18]3[n:19][cH:20][n:21][c:22]4[cH:23][c:24]([O:30][CH3:31])[c:25]([O:28][CH3:29])[cH:26][c:27]34)[CH2:16][CH2:17]2)[cH:7][cH:8]1.[OH2:38]>>[CH2:2]([c:3]1[cH:4][cH:5][c:6]([NH:9][C:10](=[O:11])[N:12]2[CH2:13][CH2:14][N:15]([c:18]3[n:19][cH:20][n:21][c:22]4[cH:23][c:24]([O:30][CH3:31])[c:25]([O:28][CH3:29])[cH:26][c:27]34)[CH2:16][CH2:17]2)[cH:7][cH:8]1)[N:35]1[CH2:34][CH2:33][CH2:32][CH2:37][CH2:36]1. The reactants are OCCC(=O)N (β-hydroxypropionamide), C(CCCCCCCCCCC)N (dodecylamine), C(C)(C)(C)C1=CC(=CC(=C1O)C(C)(C)C)C (2,6-di-t-butyl-p-cresol), N (ammonia), polyphosphoric acid. Reaction conditions: temperature 160 celsius. The product is C(CCCCCCCCCCC)NC(C=C)=O (N-dodecylacrylamide). RXN SMILES: O[CH2:2][CH2:3][C:4]([NH2:6])=[O:5].[CH2:7](N)[CH2:8][CH2:9][CH2:10][CH2:11][CH2:12][CH2:13][CH2:14][CH2:15][CH2:16][CH2:17][CH3:18].C(C1C(O)=C(C(C)(C)C)C=C(C)C=1)(C)(C)C.N>>[CH2:18]([NH:6][C:4](=[O:5])[CH:3]=[CH2:2])[CH2:17][CH2:16][CH2:15][CH2:14][CH2:13][CH2:12][CH2:11][CH2:10][CH2:9][CH2:8][CH3:7]. Reported procedure: 82 g of β-hydroxypropionamide and 195 g of dodecylamine were heated with 50 mg of 2,6-di-t-butyl-p-cresol for 4 hours in a temperature range of 130° C. to 190° C. unitl the evolution of ammonia was complete. After adding 5 g of polyphosphoric acid the reaction mixture was maintained at 160° C. for 1 hour and then distilled in an oil pump vacuum. The main run was taken off between 148° C. and 168° C. at 0.3 bar and crystallized in the receiver. The reactants are C[Si](C)(C)[N-][Si](C)(C)C, Fc1ccc2[nH]ccc2c1, [K+], CN(C)C=O, O=S(=O)(Cl)c1ccccc1. The product is O=S(=O)(c1ccccc1)n1ccc2cc(F)ccc21. RXN SMILES: [CH3:2][Si:3]([N-:4][Si:5]([CH3:6])([CH3:7])[CH3:8])([CH3:9])[CH3:10].[F:11][c:12]1[cH:13][c:14]2[cH:15][cH:16][nH:17][c:18]2[cH:19][cH:20]1.[K+:1].[O:31]=[CH:32][N:33]([CH3:34])[CH3:35].[c:21]1([S:27](=[O:28])(=[O:29])[Cl:30])[cH:22][cH:23][cH:24][cH:25][cH:26]1>>[F:11][c:12]1[cH:13][c:14]2[cH:15][cH:16][n:17]([S:27]([c:21]3[cH:22][cH:23][cH:24][cH:25][cH:26]3)(=[O:28])=[O:29])[c:18]2[cH:19][cH:20]1.